The task is: describe an organic reaction: reactants, conditions, products, and yield. This data is from the Open Reaction Database (ORD), a public repository of structured organic reaction records. The solvent is CO (methanol). The product is CNC1=C(C=CC=C1)N (N-methyl-o-phenylenediamine). As a reaction SMILES: [C:1]1([NH2:8])[CH:6]=[CH:5][CH:4]=[CH:3][C:2]=1[NH2:7].[CH3:9]I>CO>[CH3:9][NH:7][C:2]1[CH:3]=[CH:4][CH:5]=[CH:6][C:1]=1[NH2:8]. Procedure: To one liter of methanol were added 89 grams (0.82 mole) of o-phenylenediamine and 25.7 ml. (0.41 mole) of methyl iodide. The mixture was refluxed for 2 hours, and an additional 25.7 ml. (0.41 mole) of methyl iodide then were added. The total mixture was refluxed for 12 hours. The major portion of the methanol then was removed in vacuo. The residual brown oil was poured into two liters of crushed ice, and the pH of the mixture was raised to 9.0 by addition of potassium hydroxide. The resulting m... Starting materials: C1(=C(C=CC=C1)N)N (o-phenylenediamine), CI (methyl iodide), CI (methyl iodide). Reactants: CC(=O)OCCCCCC1CCCC1=O, ClC(Cl)(Cl)Cl, Cc1cc(C)nc(C)c1, O=S(=O)(Cl)Cl. Product: CC(=O)OCCCCCC1=CCCC1=O. RXN SMILES: [C:1]([CH3:2])(=[O:3])[O:4][CH2:5][CH2:6][CH2:7][CH2:8][CH2:9][CH:10]1[C:11](=[O:15])[CH2:12][CH2:13][CH2:14]1.[C:30]([Cl:31])([Cl:32])([Cl:33])[Cl:34].[CH3:21][c:22]1[cH:23][c:24]([CH3:25])[cH:26][c:27]([CH3:28])[n:29]1.[S:16]([Cl:17])([Cl:18])(=[O:19])=[O:20]>>[C:1]([CH3:2])(=[O:3])[O:4][CH2:5][CH2:6][CH2:7][CH2:8][CH2:9][C:10]1=[CH:14][CH2:13][CH2:12][C:11]1=[O:15]. Reactants: [CH2-]C(C)=O, Cc1ncc(CO)c(CO)c1O, Cl, FS(F)(F)F, F. The product is Cc1ncc(CF)c(CO)c1O. Reaction SMILES: [CH2-:7][C:8]([CH3:9])=[O:10].[CH3:11][c:12]1[n:13][cH:14][c:15]([CH2:21][OH:22])[c:16]([CH2:19][OH:20])[c:17]1[OH:18].[ClH:23].[F:1][S:2]([F:3])([F:4])[F:5].[FH:6]>>[F:6][CH2:21][c:15]1[cH:14][n:13][c:12]([CH3:11])[c:17]([OH:18])[c:16]1[CH2:19][OH:20]. Starting materials: N (Ammonia), [Na] (Sodium), C(C)OCC (diethylether), C(C1=CC=CC=C1)SC=1C(C=C(C(C1)=O)SCC1=CC=CC=C1)=O (2,5-dibenzylmercapto-p-benzoquinone). The solvent is C(C)O (ethanol). Run at time 2.5 hour. Product: SC1=C(C=C(C(=C1)O)S)O (2,5-Dimercapto-1,4-dihydroxybenzene). As a reaction SMILES: N.C(OCC)C.C([S:14][C:15]1[C:16](=[O:30])[CH:17]=[C:18]([S:22]CC2C=CC=CC=2)[C:19](=[O:21])[CH:20]=1)C1C=CC=CC=1.[Na]>C(O)C>[SH:14][C:15]1[CH:20]=[C:19]([OH:21])[C:18]([SH:22])=[CH:17][C:16]=1[OH:30] |^1:30|. Procedure details: Ammonia was condensed (ca 200 ml) into 150 ml of dry diethylether in a 3-necked flask, with external cooling. Then 9.0 g (0.0256 mole) of 2,5-dibenzylmercapto-p-benzoquinone was dissolved into the liquid. Sodium (5.9 g, 0.256 mole) cut into fine pieces was added portionwise with efficient stirring. After stirring for an additional 2.5 hours, abs. ethanol (20 ml) was added and the ammonia was evaporated. Water (170 ml) was added to the reaction product and it was extracted with 2×30 ml of ether. ... Product: CC(=O)Nc1nc2ccc(-c3ccnc(N(C)S(=O)(=O)c4ccc(C)cc4)n3)cc2s1. As a reaction SMILES: [CH3:1][NH:2][S:3](=[O:4])(=[O:5])[c:6]1[cH:7][cH:8][c:9]([CH3:12])[cH:10][cH:11]1.[Cl:15][c:16]1[n:17][cH:18][cH:19][c:20](-[c:22]2[cH:23][c:24]3[c:25]([n:26][c:27]([NH:29][C:30]([CH3:31])=[O:32])[s:28]3)[cH:33][cH:34]2)[n:21]1.[H-:14].[Na+:13].[O-:42][C:43]([CH3:44])=[O:45].[O-:46][C:47]([CH3:48])=[O:49].[O:35]=[CH:36][N:37]([CH3:38])[CH3:39].[OH2:40].[Pd+2:41]>>[CH3:1][N:2]([S:3](=[O:4])(=[O:5])[c:6]1[cH:7][cH:8][c:9]([CH3:12])[cH:10][cH:11]1)[c:16]1[n:17][cH:18][cH:19][c:20](-[c:22]2[cH:23][c:24]3[c:25]([n:26][c:27]([NH:29][C:30]([CH3:31])=[O:32])[s:28]3)[cH:33][cH:34]2)[n:21]1. Starting materials: CNS(=O)(=O)c1ccc(C)cc1, CC(=O)Nc1nc2ccc(-c3ccnc(Cl)n3)cc2s1, [H-], [Na+], CC(=O)[O-], CC(=O)[O-], CN(C)C=O, O, [Pd+2]. The reactants are S1C(=NC2=C1C=CC=C2)SC[C@@H](C)NC=2C=1N=CN([C@H]3[C@H](O)[C@H](O)[C@@H](CO)O3)C1N=C(N2)Cl (N-[(R)-1-(2-benzothiazolyl)thio-2-propyl]-2-chloroadenosine), CN(C=O)C (dimethylformamide). Product: S1C(=NC2=C1C=CC=C2)SC[C@@H](C)NC=2C=1N=CN([C@H]3[C@H](O)[C@H](O)[C@@H](CO)O3)C1N=C(N2)N(C)C (N-[(R)-1-(2-benzothiazolyl)thio-2-propyl]-2-(dimethylamino )adenosine). The yield is 12.0%. As a reaction SMILES: [S:1]1[C:5]2[CH:6]=[CH:7][CH:8]=[CH:9][C:4]=2[N:3]=[C:2]1[S:10][CH2:11][C@H:12]([NH:14][C:15]1[C:16]2[N:17]=[CH:18][N:19]([C:29]=2[N:30]=[C:31](Cl)[N:32]=1)[C@@H:20]1[O:28][C@H:25]([CH2:26][OH:27])[C@@H:23]([OH:24])[C@H:21]1[OH:22])[CH3:13].[CH3:34][N:35](C)[CH:36]=O>>[S:1]1[C:5]2[CH:6]=[CH:7][CH:8]=[CH:9][C:4]=2[N:3]=[C:2]1[S:10][CH2:11][C@H:12]([NH:14][C:15]1[C:16]2[N:17]=[CH:18][N:19]([C:29]=2[N:30]=[C:31]([N:35]([CH3:36])[CH3:34])[N:32]=1)[C@@H:20]1[O:28][C@H:25]([CH2:26][OH:27])[C@@H:23]([OH:24])[C@H:21]1[OH:22])[CH3:13]. Reported procedure: The title compound was prepared according to general method B by reaction of N-[(R)-1-(2-benzothiazolyl)thio-2-propyl]-2-chloroadenosine (1.02 g, 2.0 mmol) (Example 5)in dimethylformamide (10 ml) to provide the desired N-[(R)-1-(2-benzothiazolyl)thio-2-propyl]-2-(dimethylamino )adenosine (0.12 g, 12%) as a foam (following column chromatography), 1H NMR (DMSO-d6) δ 1.38 (3H, d, --CHCH3), 2.92 (6H, s, --N(CH3)2), 3.40-3.72 (4H, m, H-5'a and H-5'b and --CH2 --), 3.88 (1H, q, H-4'), 4.15 (1H, q, H-3... The reactants are C[O-].[Na+] (Sodium methoxide), C(CC(O)(C(=O)O)CC(=O)O)(=O)O (citric acid), NC(CO)(C)C (2-amino-2-methyl-1-propanol), C(C#C)(=O)OC (methyl propiolate). Solvent: CO (MeOH), C(Cl)Cl (CH2Cl2). Reaction conditions: temperature 120 celsius. Product: OCC(C)(C)N1C=C(C=CC1=O)C(=O)OC (Methyl 1-(1-hydroxy-2-methylpropan-2-yl)-6-oxo-1,6-dihydropyridine-3-carboxylate). Reaction SMILES: [NH2:1][C:2]([CH3:6])([CH3:5])[CH2:3][OH:4].[C:7]([O:11][CH3:12])(=[O:10])[C:8]#[CH:9].C[O-].[Na+].[C:16](O)(=O)[CH2:17][C:18](CC(O)=O)(C(O)=O)[OH:19]>CO.C(Cl)Cl>[OH:4][CH2:3][C:2]([N:1]1[C:18](=[O:19])[CH:17]=[CH:16][C:8]([C:7]([O:11][CH3:12])=[O:10])=[CH:9]1)([CH3:6])[CH3:5] |f:2.3|. Reported procedure: A solution of 2-amino-2-methyl-1-propanol (2 mL, 24 mmol) and methyl propiolate (5 mL, 61 mmol) in MeOH (10 mL) was appropriately sealed and heated to 120° C. for 30 min with microwaves. Sodium methoxide (25 wt. % in methanol, 4 mL, 73 mmol) was added and the solution was sealed and heated again to 120° C. for 30 min with microwaves. The mixture was partioned between CH2Cl2 (60 mL) and 10% citric acid (20 mL). The aqueous was repeatedly extracted with CH2Cl2 (4×15 mL). Combined organics dried ov...